describe an organic reaction: reactants, conditions, products, and yield From a dataset of the Open Reaction Database (ORD), a public repository of structured organic reaction records. Reactants: C(C)N(CCNC(=O)C1=C(NC=2\C(\CCCC12)=C\1/C(NC2=CC=C(C=C12)F)=O)C)CC ((Z)—N-[2-(diethylamino)ethyl]-2-methyl-7-(1,2-dihydro-5-fluoro-2-oxo-3H-indol-3-ylidene)-4,5,6,7-tetrahydro-1H-indol-3-carboxamide), C(C)#N (acetonitrile), C(CC(O)(C(=O)O)CC(=O)O)(=O)O (citric acid). Run in ClCCl (dichloromethane). The product is C(CC(O)(C(=O)O)CC(=O)O)(=O)O.C(C)N(CCNC(=O)C1=C(NC=2\C(\CCCC12)=C\1/C(NC2=CC=C(C=C12)F)=O)C)CC ((Z)—N-[2-(diethylamino)ethyl]-2-methyl-7-(1,2-dihydro-5-fluoro-2-oxo-3H-indol-3-ylidene)-4,5,6,7-tetrahydro-1H-indol-3-carboxamide citrate). Yield: 92.0%. RXN SMILES: [CH2:1]([N:3]([CH2:30][CH3:31])[CH2:4][CH2:5][NH:6][C:7]([C:9]1[C:17]2[CH2:16][CH2:15][CH2:14]/[C:13](=[C:18]3/[C:19](=[O:28])[NH:20][C:21]4[C:26]/3=[CH:25][C:24]([F:27])=[CH:23][CH:22]=4)/[C:12]=2[NH:11][C:10]=1[CH3:29])=[O:8])[CH3:2].C(#N)C.[C:35]([OH:47])(=[O:46])[CH2:36][C:37]([CH2:42][C:43]([OH:45])=[O:44])([C:39]([OH:41])=[O:40])[OH:38]>ClCCl>[C:35]([OH:47])(=[O:46])[CH2:36][C:37]([CH2:42][C:43]([OH:45])=[O:44])([C:39]([OH:41])=[O:40])[OH:38].[CH2:30]([N:3]([CH2:1][CH3:2])[CH2:4][CH2:5][NH:6][C:7]([C:9]1[C:17]2[CH2:16][CH2:15][CH2:14]/[C:13](=[C:18]3/[C:19](=[O:28])[NH:20][C:21]4[C:26]/3=[CH:25][C:24]([F:27])=[CH:23][CH:22]=4)/[C:12]=2[NH:11][C:10]=1[CH3:29])=[O:8])[CH3:31] |f:4.5|. Procedure: 4.25 g (10 mmol) (Z)—N-[2-(diethylamino)ethyl]-2-methyl-7-(1,2-dihydro-5-fluoro-2-oxo-3H-indol-3-ylidene)-4,5,6,7-tetrahydro-1H-indol-3-carboxamide was added to a mixture of 250 ml acetonitrile and 50 ml dichloromethane. The mixture was treated under ultrasonic sound to uniform dispersion. 2.31 g (12 mmol) citric acid was added and the solution was heated to reflux with stirring under nitrogen atmosphere. After reaction for 1 h, the resulting solution was filtered while hot, and the filtrate was... Starting materials: Cl (hydrogen chloride), C(C)OC(CN)OCC (aminoacetaldehyde diethyl acetal), C(C)(C)(C)[Si](O[C@@H]1CN=C(C1)OCC)(C)C ((S)-3-(tert-butyl-dimethyl-silanyloxy)-5-ethoxy-3,4-dihydro-2H-pyrrole). The solvent is C(C)O (ethanol). Run at time 16 hour. The product is C(C)(C)(C)[Si](O[C@H]1CC(=NC1)NCC(OCC)OCC)(C)C ([(S)-4-(tert-butyl-dimethyl-silanyloxy)-4,5-dihydro-3H-pyrrol-2-yl]-(2,2-diethoxy-ethyl)-amine). Yield: 434.4%. RXN SMILES: Cl.[CH2:2]([O:4][CH:5]([O:8][CH2:9][CH3:10])[CH2:6][NH2:7])[CH3:3].[C:11]([Si:15]([CH3:26])([CH3:25])[O:16][C@H:17]1[CH2:21][C:20](OCC)=[N:19][CH2:18]1)([CH3:14])([CH3:13])[CH3:12]>C(O)C>[C:11]([Si:15]([CH3:26])([CH3:25])[O:16][C@@H:17]1[CH2:18][N:19]=[C:20]([NH:7][CH2:6][CH:5]([O:8][CH2:9][CH3:10])[O:4][CH2:2][CH3:3])[CH2:21]1)([CH3:14])([CH3:13])[CH3:12]. Procedure details: Ethanolic hydrogen chloride (1M, 420 mL) was added dropwise to a solution of aminoacetaldehyde diethyl acetal (55.1 g, 0.14 mol) and the compound isolated in Step 2 (101 g, 0.41 mol) in ethanol (1500 mL). This mixture was stirred at room temperature for 16 hours, and then evaporated under reduced pressure. The resulting solid was recrystalised from ether to give [(S)-4-(tert-butyl-dimethyl-silanyloxy)-4,5-dihydro-3H-pyrrol-2-yl]-(2,2-diethoxy-ethyl)-amine as a solid (201 g, 78%). The reactants are C(C)(C)(C)OC(=O)N1CCC(CC1)COC1=C(C=C2C(=CC=NC2=C1)OC1=C(C=C(C=C1)[N+](=O)[O-])F)OC (4-[4-(2-fluoro-4-nitro-phenoxy)-6-methoxy-quinolin-7-yloxymethyl]-piperidine-1-carboxylic acid tert-butyl ester), C(=O)(C(F)(F)F)O (TFA). Solvent: C(Cl)Cl (CH2Cl2). Reaction conditions: time 1.5 hour. Yields the product crude product, FC1=C(OC2=CC=NC3=CC(=C(C=C23)OC)OCC2CCN(CC2)C)C=CC(=C1)[N+](=O)[O-] (4-(2-fluoro-4-nitro-phenoxy)-6-methoxy-7-(1-methyl-piperidin-4-ylmethoxy)-quinoline). The yield is 93.7%. RXN SMILES: C(O[C:6]([N:8]1[CH2:13][CH2:12][CH:11]([CH2:14][O:15][C:16]2[CH:25]=[C:24]3[C:19]([C:20]([O:26][C:27]4[CH:32]=[CH:31][C:30]([N+:33]([O-:35])=[O:34])=[CH:29][C:28]=4[F:36])=[CH:21][CH:22]=[N:23]3)=[CH:18][C:17]=2[O:37][CH3:38])[CH2:10][CH2:9]1)=O)(C)(C)C.C(O)(C(F)(F)F)=O>C(Cl)Cl>[F:36][C:28]1[CH:29]=[C:30]([N+:33]([O-:35])=[O:34])[CH:31]=[CH:32][C:27]=1[O:26][C:20]1[C:19]2[C:24](=[CH:25][C:16]([O:15][CH2:14][CH:11]3[CH2:12][CH2:13][N:8]([CH3:6])[CH2:9][CH2:10]3)=[C:17]([O:37][CH3:38])[CH:18]=2)[N:23]=[CH:22][CH:21]=1. Reported procedure: To a solution of 4-[4-(2-fluoro-4-nitro-phenoxy)-6-methoxy-quinolin-7-yloxymethyl]-piperidine-1-carboxylic acid tert-butyl ester (305 mg, 0.58 mmol) in CH2Cl2 (1 mL) was added 0.4 mL of TFA. The reaction mixture was stirred for 1.5 h and the solvents were removed under reduced pressure. The crude product was treated with NaBH(OAc)3 (381 mg, 1.80 μmmol) and formaldehyde (0.5 mL, 37% in H2O). The stirring was continued for 12 h. The reaction was quenched with sat. aqueous NaHCO3. 15% NaOH was adde...